From a dataset of the Open Reaction Database (ORD), a public repository of structured organic reaction records. describe an organic reaction: reactants, conditions, products, and yield RXN SMILES: [CH3:1][C:2]1[C:6]2[C:7]([OH:15])=[C:8]([C:11]([CH3:14])([CH3:13])[CH3:12])[CH:9]=[CH:10][C:5]=2[O:4][C:3]=1[C:16]([O:18][CH2:19][CH3:20])=[O:17].[C:21](Cl)(=[O:28])[C:22]1[CH:27]=[CH:26][CH:25]=[CH:24][CH:23]=1.[Cl-].[Al+3].[Cl-].[Cl-].Cl>ClCCCl>[CH3:1][C:2]1[C:6]2[C:7]([OH:15])=[C:8]([C:11]([CH3:14])([CH3:12])[CH3:13])[CH:9]=[C:10]([C:21](=[O:28])[C:22]3[CH:27]=[CH:26][CH:25]=[CH:24][CH:23]=3)[C:5]=2[O:4][C:3]=1[C:16]([O:18][CH2:19][CH3:20])=[O:17] |f:2.3.4.5|. The reactants are Cl (HCl), CC1=C(OC2=C1C(=C(C=C2)C(C)(C)C)O)C(=O)OCC (ethyl 3-methyl-4-hydroxy-5-tert-butylbenzofuran-2-carboxylate), C(C)OC(=O)C=1OC2=C(C1C)C(=C(C=C2)C(C)(C)C)O (ethyl-3-methyl-4-hydroxy-5-tert-butyl-benzofuran-2-carboxylate), C(C1=CC=CC=C1)(=O)Cl (benzoyl chloride), [Cl-].[Al+3].[Cl-].[Cl-] (aluminum chloride). Run in ClCCCl (1,2-dichloroethane). Procedure details: To a solution of ethyl 3-methyl-4-hydroxy-5-tert-butylbenzofuran-2-carboxylate, compound 12a (1.00 g, 3.62 mmol) and benzoyl chloride (0.763 g, 5.43 mmol) in 1,2-dichloroethane (40 mL) at 0° C. was added aluminum chloride (0.720 g, 5.43 mmol) and the resulting mixture warmed to reflux for 3.5 hours. The reaction was allowed to cool, poured into 2N HCl (100 mL) and extracted with methylene chloride (4×25 mL). The combined extracts were washed with 5% NaHCO3 (25 mL), dried (Na2SO4), and concentrat... Yields the product CC1=C(OC2=C1C(=C(C=C2C(C2=CC=CC=C2)=O)C(C)(C)C)O)C(=O)OCC (Ethyl 3-Methyl-4-hydroxy-5-tert-butyl-7-benzoylbenzofuran-2-carboxylate). Starting materials: C1CCOC1, C=C(c1cc(Cl)c(Cl)c(Cl)c1)C(F)(F)F, COC(=O)c1ccc(C=NO)n2cccc12. Yields the product COC(=O)c1ccc(C2=NOC(c3cc(Cl)c(Cl)c(Cl)c3)(C(F)(F)F)C2)n2cccc12. As a reaction SMILES: [CH2:32]1[O:33][CH2:34][CH2:35][CH2:36]1.[Cl:17][c:18]1[c:19]([Cl:31])[c:20]([Cl:30])[cH:21][c:22]([C:24](=[CH2:25])[C:26]([F:27])([F:28])[F:29])[cH:23]1.[OH:1][N:2]=[CH:3][c:4]1[n:5]2[cH:6][cH:7][cH:8][c:9]2[c:10]([C:13](=[O:14])[O:15][CH3:16])[cH:11][cH:12]1>>[O:1]1[N:2]=[C:3]([c:4]2[n:5]3[cH:6][cH:7][cH:8][c:9]3[c:10]([C:13](=[O:14])[O:15][CH3:16])[cH:11][cH:12]2)[CH2:25][C:24]1([c:22]1[cH:21][c:20]([Cl:30])[c:19]([Cl:31])[c:18]([Cl:17])[cH:23]1)[C:26]([F:27])([F:28])[F:29]. Reactants: C(C)O (ethanol), COC=1C=C2C(=CC=NC2=CC1OC)OC1=C(C=C(N)C=C1)F (4-[(6,7-Dimethoxy-4-quinolyl)oxy]-3-fluoroaniline), C1(=CC=CC=C1)C(=O)N=C=S (1-benzenecarbonyl isothiocyanate). Solvent: C1(=CC=CC=C1)C (toluene). Reaction conditions: time 2 hour. Product: C(C1=CC=CC=C1)(=O)NC(=S)NC1=CC(=C(C=C1)OC1=CC=NC2=CC(=C(C=C12)OC)OC)F (N-Benzoyl-N′-{4-[(6,7-dimethoxy-4-quinolyl)oxy]-3-fluorophenyl}thiourea). Yield: 85.0%. As a reaction SMILES: [CH3:1][O:2][C:3]1[CH:4]=[C:5]2[C:10](=[CH:11][C:12]=1[O:13][CH3:14])[N:9]=[CH:8][CH:7]=[C:6]2[O:15][C:16]1[CH:22]=[CH:21][C:19]([NH2:20])=[CH:18][C:17]=1[F:23].C(O)C.[C:27]1([C:33]([N:35]=[C:36]=[S:37])=[O:34])[CH:32]=[CH:31][CH:30]=[CH:29][CH:28]=1>C1(C)C=CC=CC=1>[C:33]([NH:35][C:36]([NH:20][C:19]1[CH:21]=[CH:22][C:16]([O:15][C:6]2[C:5]3[C:10](=[CH:11][C:12]([O:13][CH3:14])=[C:3]([O:2][CH3:1])[CH:4]=3)[N:9]=[CH:8][CH:7]=2)=[C:17]([F:23])[CH:18]=1)=[S:37])(=[O:34])[C:27]1[CH:32]=[CH:31][CH:30]=[CH:29][CH:28]=1. Procedure: 4-[(6,7-Dimethoxy-4-quinolyl)oxy]-3-fluoroaniline (50 mg) was dissolved in toluene (5 ml) and ethanol (1 ml) to prepare a solution. Commercially available 1-benzenecarbonyl isothiocyanate (50 μl) was then added to the solution, and the mixture was stirred at room temperature for 2 hr. The reaction solution was concentrated, and the residue was purified by chromatography on silica gel using chloroform/acetone for development to give the title compound (64 mg, yield 85%). The reactants are ClCCl, CCOC(=O)Cl, Cl, COCCN(CC(=O)N1CCC(OCC(=O)OC(C)C)CC1)C(=O)c1ccc(C(=N)N)cc1, [Na+], [Na+], O=C([O-])[O-], O. Yields the product CCOC(=O)NC(=N)c1ccc(C(=O)N(CCOC)CC(=O)N2CCC(OCC(=O)OC(C)C)CC2)cc1. RXN SMILES: [CH2:48]([Cl:49])[Cl:50].[Cl:42][C:43](=[O:44])[O:45][CH2:46][CH3:47].[ClH:1].[NH2:2][C:3]([c:4]1[cH:5][cH:6][c:7]([C:8](=[O:9])[N:10]([CH2:11][CH2:12][O:13][CH3:14])[CH2:15][C:16](=[O:17])[N:18]2[CH2:19][CH2:20][CH:21]([O:24][CH2:25][C:26](=[O:27])[O:28][CH:29]([CH3:30])[CH3:31])[CH2:22][CH2:23]2)[cH:32][cH:33]1)=[NH:34].[Na+:36].[Na+:37].[O-:38][C:39](=[O:40])[O-:41].[OH2:35]>>[NH:2]=[C:3]([c:4]1[cH:5][cH:6][c:7]([C:8](=[O:9])[N:10]([CH2:11][CH2:12][O:13][CH3:14])[CH2:15][C:16](=[O:17])[N:18]2[CH2:19][CH2:20][CH:21]([O:24][CH2:25][C:26](=[O:27])[O:28][CH:29]([CH3:30])[CH3:31])[CH2:22][CH2:23]2)[cH:32][cH:33]1)[NH:34][C:43](=[O:44])[O:45][CH2:46][CH3:47]. Procedure: To a solution of (N-carbethoxy-N-methylamino)thioacetamide (30.7 g; 0.17 mole) [prepared in Step B] in 180 ml of absolute ethanol was added a solution of ethyl bromopyruvate (25.0 ml; 0.20 mole) in 130 ml of absolute ethanol. The reaction mixture was heated at reflux temperature for 17 hours and then evaporated under reduced pressure, and the residue was partitioned between ether and water. The organic layer was washed with water and saturated sodium chloride solution, dried, filtered and evapor... The solvent is C(C)O (ethanol), C(C)O (ethanol). The product is C(=O)(OCC)N(C)CC=1SC=C(N1)C(=O)OCC (2-(N-Carbethoxy-N-methylamino)methyl-4-carbethoxythiazole). Reaction SMILES: [C:1]([N:6]([CH2:8][C:9]([NH2:11])=[S:10])[CH3:7])([O:3][CH2:4][CH3:5])=[O:2].Br[CH2:13][C:14](=O)[C:15]([O:17][CH2:18][CH3:19])=[O:16]>C(O)C>[C:1]([N:6]([CH2:8][C:9]1[S:10][CH:13]=[C:14]([C:15]([O:17][CH2:18][CH3:19])=[O:16])[N:11]=1)[CH3:7])([O:3][CH2:4][CH3:5])=[O:2]. Reactants: C(=O)(OCC)N(C)CC(=S)N ((N-Carbethoxy-N-methylamino)thioacetamide), BrCC(C(=O)OCC)=O (ethyl bromopyruvate). Reactants: BrB(Br)Br, ClCCl, COc1cc(C=O)cc(Cl)c1O, O. Product: O=Cc1cc(O)c(O)c(Cl)c1. RXN SMILES: [B:13]([Br:14])([Br:15])[Br:16].[Cl:18][CH2:19][Cl:20].[Cl:1][c:2]1[cH:3][c:4]([CH:5]=[O:6])[cH:7][c:8]([O:11][CH3:12])[c:9]1[OH:10].[OH2:17]>>[Cl:1][c:2]1[cH:3][c:4]([CH:5]=[O:6])[cH:7][c:8]([OH:11])[c:9]1[OH:10]. The reactants are CCCCOCCOCCO, Cc1ccccc1, O, C=CC(=O)O, Cc1ccc(S(=O)(=O)O)cc1. Yields the product C=CC(=O)OCCOCCOCCCC. Reaction SMILES: [CH2:1]([CH2:2][CH2:3][CH3:4])[O:5][CH2:6][CH2:7][O:8][CH2:9][CH2:10][OH:11].[CH3:29][c:30]1[cH:31][cH:32][cH:33][cH:34][cH:35]1.[OH2:28].[OH:12][C:13](=[O:14])[CH:15]=[CH2:16].[c:17]1([CH3:18])[cH:19][cH:20][c:21]([S:22]([OH:23])(=[O:24])=[O:25])[cH:26][cH:27]1>>[CH2:1]([CH2:2][CH2:3][CH3:4])[O:5][CH2:6][CH2:7][O:8][CH2:9][CH2:10][O:11][C:13](=[O:12])[CH:15]=[CH2:16]. The reactants are C1(CC1)N (cyclopropylamine), Cl.ClCC1=[NH+]C=CC(=C1OC)OC (2-chloromethyl-3,4-dimethoxypyridinium hydrochloride), ClCCl.CO (dichloromethane methanol). Run in C(C)O (ethanol), C(O)([O-])=O.[Na+] (sodium hydrogen carbonate). Reaction conditions: temperature 58 celsius, time 1.5 hour. Product: COC=1C(=NC=CC1OC)CNC1CC1 (N-[(3,4-dimethoxypyridin-2-yl)methyl]cyclopropylamine). The yield is 47.5%. Reaction SMILES: [CH:1]1([NH2:4])[CH2:3][CH2:2]1.Cl.Cl[CH2:7][C:8]1[C:13]([O:14][CH3:15])=[C:12]([O:16][CH3:17])[CH:11]=[CH:10][NH+:9]=1.ClCCl.CO>C(O)C.C(=O)([O-])O.[Na+]>[CH3:15][O:14][C:13]1[C:8]([CH2:7][NH:4][CH:1]2[CH2:3][CH2:2]2)=[N:9][CH:10]=[CH:11][C:12]=1[O:16][CH3:17] |f:1.2,3.4,6.7|. Procedure details: 1.05 ml (14.9 mmol) of cyclopropylamine was added to a solution of 695 mg (2.66 mmol) of 2-chloromethyl-3,4-dimethoxypyridinium hydrochloride in 4 ml ethanol and 4 ml of saturated aqueous sodium hydrogen carbonate. The reaction mixture was stirred for 1.5 hrs at 58° C. and extracted with ethyl acetate (3×10 ml). The combined organic layers were dried over magnesium sulphate and concentrated in vacuum. Column chromatography (gradient dichloromethane/methanol) yielded 263 mg (42% yield) of N-[(3,4... Reactants: CC(=O)CCc1ccc2c(c1)Cc1cc(N)ccc1-2, O, O=S(=O)(O)O. The product is CC(=O)CCc1ccc2c(c1)Cc1cc(O)ccc1-2. Reaction SMILES: [NH2:1][c:2]1[cH:3][cH:4][c:5]2[c:13]([cH:14]1)[CH2:12][c:11]1[c:6]-2[cH:7][cH:8][c:9]([CH2:15][CH2:16][C:17]([CH3:18])=[O:19])[cH:10]1.[OH2:25].[S:20]([OH:21])(=[O:22])(=[O:23])[OH:24]>>[c:2]1([OH:21])[cH:3][cH:4][c:5]2[c:13]([cH:14]1)[CH2:12][c:11]1[c:6]-2[cH:7][cH:8][c:9]([CH2:15][CH2:16][C:17]([CH3:18])=[O:19])[cH:10]1.